Dataset: the Open Reaction Database (ORD), a public repository of structured organic reaction records. Task: describe an organic reaction: reactants, conditions, products, and yield Starting materials: CCOC(=O)c1c[nH]c2nc(N3CCN(C(C)=O)CC3)ncc2c1=O, CCO, Cl. Product: CC(=O)N1CCN(c2ncc3c(=O)c(C(=O)O)c[nH]c3n2)CC1. RXN SMILES: [C:1]([CH3:2])(=[O:3])[N:4]1[CH2:5][CH2:6][N:7]([c:10]2[n:11][cH:12][c:13]3[c:14]([n:15]2)[nH:16][cH:17][c:18]([C:21](=[O:22])[O:23][CH2:24][CH3:25])[c:19]3=[O:20])[CH2:8][CH2:9]1.[CH3:27][CH2:28][OH:29].[ClH:26]>>[C:1]([CH3:2])(=[O:3])[N:4]1[CH2:5][CH2:6][N:7]([c:10]2[n:11][cH:12][c:13]3[c:14]([n:15]2)[nH:16][cH:17][c:18]([C:21](=[O:22])[OH:23])[c:19]3=[O:20])[CH2:8][CH2:9]1.